Dataset: the Open Reaction Database (ORD), a public repository of structured organic reaction records. Task: describe an organic reaction: reactants, conditions, products, and yield The reactants are CC(=O)CP1(=O)OC(C)CC(C)O1, C1CCNCC1, O=Cc1cccc([N+](=O)[O-])c1, c1ccccc1. Yields the product CC(=O)C(=Cc1cccc([N+](=O)[O-])c1)P1(=O)OC(C)CC(C)O1. RXN SMILES: [CH2:1]([C:2](=[O:3])[CH3:4])[P:5]1(=[O:13])[O:6][CH:7]([CH3:12])[CH2:8][CH:9]([CH3:11])[O:10]1.[CH2:25]1[CH2:26][CH2:27][NH:28][CH2:29][CH2:30]1.[N+:14](=[O:15])([O-:16])[c:17]1[cH:18][c:19]([CH:20]=[O:21])[cH:22][cH:23][cH:24]1.[cH:31]1[cH:32][cH:33][cH:34][cH:35][cH:36]1>>[C:1]([C:2](=[O:3])[CH3:4])([P:5]1(=[O:13])[O:6][CH:7]([CH3:12])[CH2:8][CH:9]([CH3:11])[O:10]1)=[CH:20][c:19]1[cH:18][c:17]([N+:14](=[O:15])[O-:16])[cH:24][cH:23][cH:22]1. The reactants are CC(C)([O-])C.[K+] (potassium-t-butoxide), C(C1=CC=CC=C1)S (benzyl mercaptan), O (water), CN1S(C2=C(C1)C=CC=C2Cl)(=O)=O (2-methyl-7-chloro-2,3-dihydro-1,2-benzisothiazole-1,1-dioxide). Run in CN(C=O)C (dimethylformamide). Run at time 16 hour. Product: CN1S(C2=C(C1)C=CC=C2SCC2=CC=CC=C2)(=O)=O (2-Methyl-7-(phenylmethylthio)-2,3-dihydro-1,2-benzisothiazole-1,1-dioxide). As a reaction SMILES: CC(C)([O-])C.[K+].[CH2:7]([SH:14])[C:8]1[CH:13]=[CH:12][CH:11]=[CH:10][CH:9]=1.[CH3:15][N:16]1[CH2:20][C:19]2[CH:21]=[CH:22][CH:23]=[C:24](Cl)[C:18]=2[S:17]1(=[O:27])=[O:26].O>CN(C)C=O>[CH3:15][N:16]1[CH2:20][C:19]2[CH:21]=[CH:22][CH:23]=[C:24]([S:14][CH2:7][C:8]3[CH:13]=[CH:12][CH:11]=[CH:10][CH:9]=3)[C:18]=2[S:17]1(=[O:26])=[O:27] |f:0.1|. Procedure details: To a solution of 12 g of potassium-t-butoxide in 100 ml of dry dimethylformamide was added 12.9 mls of benzyl mercaptan at -5°, to 0° C. under an inert atmosphere followed by 12.2 g of 2-methyl-7-chloro-2,3-dihydro-1,2-benzisothiazole-1,1-dioxide. The mixture was stirred at room temperature for 16 hours and poured into water to give a gummy solid. The water was decanted and extracted with ethyl acetate. The gummy solid was slurried in ethyl acetate and filtered to give 5.9 g of the title compoun... Reactants: CS(=O)(=O)N1CC2C=3C=CC(=CC3C(C1)C2)N (10-methanesulfonyl-10-aza-tricyclo[6.3.1.0*2,7*]dodeca-2(7),3,5-trien-4-ylamine), ClC1=NC=C(C(=N1)NC1=C(C=CC=C1)S(=O)(=O)NC)Cl (2-(2,5-dichloro-pyrimidin-4-ylamino)-N-methyl-benzenesulfonamide), C(C)(C)O (isopropyl alcohol), C([O-])(O)=O.[Na+] (sodium bicarbonate). Run at temperature 130 celsius. The product is ClC=1C(=NC(=NC1)NC=1C=C2C3CN(CC(C2=CC1)C3)S(=O)(=O)C)NC3=C(C=CC=C3)S(=O)(=O)NC (2-[5-Chloro-2-(10-methanesulfonyl-10-aza-tricyclo[6.3.1.0*2,7*]dodeca-2,4,6-trien-4-ylamino)-pyrimidin-4-ylamino]-N-methyl-benzenesulfonamide). Reaction SMILES: [CH3:1][S:2]([N:5]1[CH2:15][CH:14]2[CH2:16][CH:7]([C:8]3[CH:9]=[CH:10][C:11]([NH2:17])=[CH:12][C:13]=32)[CH2:6]1)(=[O:4])=[O:3].Cl[C:19]1[N:24]=[C:23]([NH:25][C:26]2[CH:31]=[CH:30][CH:29]=[CH:28][C:27]=2[S:32]([NH:35][CH3:36])(=[O:34])=[O:33])[C:22]([Cl:37])=[CH:21][N:20]=1.C(O)(C)C.C(=O)(O)[O-].[Na+]>>[Cl:37][C:22]1[C:23]([NH:25][C:26]2[CH:31]=[CH:30][CH:29]=[CH:28][C:27]=2[S:32]([NH:35][CH3:36])(=[O:34])=[O:33])=[N:24][C:19]([NH:17][C:11]2[CH:12]=[C:13]3[C:8](=[CH:9][CH:10]=2)[CH:7]2[CH2:16][CH:14]3[CH2:15][N:5]([S:2]([CH3:1])(=[O:4])=[O:3])[CH2:6]2)=[N:20][CH:21]=1 |f:3.4|. Reported procedure: Into a microwave tube was dissolved 10-methanesulfonyl-10-aza-tricyclo[6.3.1.0*2,7*]dodeca-2(7),3,5-trien-4-ylamine (50 mg, 0.2 mmol) and 2-(2,5-dichloro-pyrimidin-4-ylamino)-N-methyl-benzenesulfonamide (64.5 mg, 0.194 mmol) in isopropyl alcohol (1 mL, 10 mmol). The tube was heated in the microwave at 130° C. for 20 minutes. The reaction solution was poured into saturated sodium bicarbonate solution and was extracted with methylene chloride (6×20 ml). The reaction was dried over magnesium sulfat... Reactants: COC(=O)C12CN(Cc3ccccc3)CC1C(I)=CCC2c1ccccc1OC, Cc1ccc(B(O)O)cc1, CO, Cc1ccccc1, [Na+], [Na+], O=C([O-])[O-], c1ccc(P(c2ccccc2)(c2ccccc2)[Pd](P(c2ccccc2)(c2ccccc2)c2ccccc2)(P(c2ccccc2)(c2ccccc2)c2ccccc2)P(c2ccccc2)(c2ccccc2)c2ccccc2)cc1. Product: COC(=O)C12CN(Cc3ccccc3)CC1C(c1ccc(C)cc1)=CCC2c1ccccc1OC. RXN SMILES: [CH3:17][O:18][C:19](=[O:20])[C:21]12[CH2:22][N:23]([CH2:39][c:40]3[cH:41][cH:42][cH:43][cH:44][cH:45]3)[CH2:24][CH:25]1[C:26]([I:38])=[CH:27][CH2:28][CH:29]2[c:30]1[c:31]([O:36][CH3:37])[cH:32][cH:33][cH:34][cH:35]1.[CH3:1][c:2]1[cH:3][cH:4][c:5]([B:8]([OH:9])[OH:10])[cH:6][cH:7]1.[CH3:46][OH:47].[CH3:48][c:49]1[cH:50][cH:51][cH:52][cH:53][cH:54]1.[Na+:11].[Na+:12].[O-:13][C:14](=[O:15])[O-:16].[cH:55]1[cH:56][cH:57][c:58]([P:59]([Pd:60]([P:61]([c:62]2[cH:63][cH:64][cH:65][cH:66][cH:67]2)([c:68]2[cH:69][cH:70][cH:71][cH:72][cH:73]2)[c:74]2[cH:75][cH:76][cH:77][cH:78][cH:79]2)([P:80]([c:81]2[cH:82][cH:83][cH:84][cH:85][cH:86]2)([c:87]2[cH:88][cH:89][cH:90][cH:91][cH:92]2)[c:93]2[cH:94][cH:95][cH:96][cH:97][cH:98]2)[P:99]([c:100]2[cH:101][cH:102][cH:103][cH:104][cH:105]2)([c:106]2[cH:107][cH:108][cH:109][cH:110][cH:111]2)[c:112]2[cH:113][cH:114][cH:115][cH:116][cH:117]2)([c:118]2[cH:119][cH:120][cH:121][cH:122][cH:123]2)[c:124]2[cH:125][cH:126][cH:127][cH:128][cH:129]2)[cH:130][cH:131]1>>[CH3:1][c:2]1[cH:3][cH:4][c:5]([C:26]2=[CH:27][CH2:28][CH:29]([c:30]3[c:31]([O:36][CH3:37])[cH:32][cH:33][cH:34][cH:35]3)[C:21]3([C:19]([O:18][CH3:17])=[O:20])[CH2:22][N:23]([CH2:39][c:40]4[cH:41][cH:42][cH:43][cH:44][cH:45]4)[CH2:24][CH:25]32)[cH:6][cH:7]1. Reactants: C(=O)(C(F)(F)F)O (TFA), C(=O)(C(F)(F)F)O (TFA), [O-]P(=O)([O-])[O-].[K+].[K+].[K+] (K3PO4), O1C(CCCC1)N1N=CC=C1B1OC(C(O1)(C)C)(C)C (1-(tetrahydro-2H-pyran-2-yl)-5-(4,4,5,5-tetramethyl-1,3,2-dioxaborolan-2-yl)-1H-pyrazole), ClC1=NC=C(C(=O)NC2=CC=C(C=C2)OC(F)(F)F)C=C1I (6-chloro-5-iodo-N-(4-(trifluoromethoxy)phenyl)nicotinamide). Reagents/catalysts: C=1C=CC(=CC1)[P](C=2C=CC=CC2)(C=3C=CC=CC3)[Pd]([P](C=4C=CC=CC4)(C=5C=CC=CC5)C=6C=CC=CC6)([P](C=7C=CC=CC7)(C=8C=CC=CC8)C=9C=CC=CC9)[P](C=1C=CC=CC1)(C=1C=CC=CC1)C=1C=CC=CC1 (Pd(PPh3)4). The solvent is C(Cl)Cl (DCM), C1(=CC=CC=C1)C (toluene). Reaction conditions: temperature 80 celsius, time 5 hour. Product: ClC1=NC=C(C(=O)NC2=CC=C(C=C2)OC(F)(F)F)C=C1C1=CC=NN1 (6-Chloro-5-(1H-pyrazol-5-yl)-N-(4-(trifluoromethoxy)phenyl)nicotinamide). Reaction SMILES: [O-]P([O-])([O-])=O.[K+].[K+].[K+].O1CCCCC1[N:15]1[C:19](B2OC(C)(C)C(C)(C)O2)=[CH:18][CH:17]=[N:16]1.[Cl:29][C:30]1[C:49](I)=[CH:48][C:33]([C:34]([NH:36][C:37]2[CH:42]=[CH:41][C:40]([O:43][C:44]([F:47])([F:46])[F:45])=[CH:39][CH:38]=2)=[O:35])=[CH:32][N:31]=1.C(O)(C(F)(F)F)=O>C1(C)C=CC=CC=1.C(Cl)Cl.C1C=CC([P]([Pd]([P](C2C=CC=CC=2)(C2C=CC=CC=2)C2C=CC=CC=2)([P](C2C=CC=CC=2)(C2C=CC=CC=2)C2C=CC=CC=2)[P](C2C=CC=CC=2)(C2C=CC=CC=2)C2C=CC=CC=2)(C2C=CC=CC=2)C2C=CC=CC=2)=CC=1>[Cl:29][C:30]1[C:49]([C:19]2[NH:15][N:16]=[CH:17][CH:18]=2)=[CH:48][C:33]([C:34]([NH:36][C:37]2[CH:38]=[CH:39][C:40]([O:43][C:44]([F:45])([F:46])[F:47])=[CH:41][CH:42]=2)=[O:35])=[CH:32][N:31]=1 |f:0.1.2.3,^1:71,73,92,111|. Reported procedure: K3PO4 (5.70 g, 26.8 mmol), 1-(tetrahydro-2H-pyran-2-yl)-5-(4,4,5,5-tetramethyl-1,3,2-dioxaborolan-2-yl)-1H-pyrazole (3.73 g, 13.42 mmol) and Pd(PPh3)4 (0.517 g, 0.447 mmol) were added to a solution of 6-chloro-5-iodo-N-(4-(trifluoromethoxy)phenyl)nicotinamide (Stage 32.2, 4.0 g, 8.95 mmol) in toluene (45 mL) added under an argon atmosphere and the RM was stirred at 80° C. for 5 h. The RM was filtered through Hyflo®, which was washed with EtOAc. The filtrate and washings were combined and the sol... Starting materials: [Cl-].[NH4+] (ammonium chloride), OC=1C=CC=2N(C1)C(=C(N2)NC(=O)C2CC2)C (N-(6-hydroxy-3-methylimidazo[1,2-a]pyridin-2-yl)cyclopropanecarboxamide), FC1=C(C=C(C=C1)[N+](=O)[O-])F (1,2-difluoro-4-nitrobenzene), C([O-])([O-])=O.[Cs+].[Cs+] (cesium carbonate). The solvent is C(C)(=O)OCC (Ethyl acetate), CS(=O)C (dimethyl sulfoxide). Run at time 8 hour. Product: FC1=C(OC=2C=CC=3N(C2)C(=C(N3)NC(=O)C3CC3)C)C=CC(=C1)[N+](=O)[O-] (N-[6-(2-fluoro-4-nitrophenoxy)-3-methylimidazo[1,2-a]pyridin-2-yl]cyclopropanecarboxamide). Yield: 76.9%. As a reaction SMILES: [OH:1][C:2]1[CH:3]=[CH:4][C:5]2[N:6]([C:8]([CH3:17])=[C:9]([NH:11][C:12]([CH:14]3[CH2:16][CH2:15]3)=[O:13])[N:10]=2)[CH:7]=1.F[C:19]1[CH:24]=[CH:23][C:22]([N+:25]([O-:27])=[O:26])=[CH:21][C:20]=1[F:28].C(=O)([O-])[O-].[Cs+].[Cs+].[Cl-].[NH4+]>CS(C)=O.C(OCC)(=O)C>[F:28][C:20]1[CH:21]=[C:22]([N+:25]([O-:27])=[O:26])[CH:23]=[CH:24][C:19]=1[O:1][C:2]1[CH:3]=[CH:4][C:5]2[N:6]([C:8]([CH3:17])=[C:9]([NH:11][C:12]([CH:14]3[CH2:15][CH2:16]3)=[O:13])[N:10]=2)[CH:7]=1 |f:2.3.4,5.6|. Procedure details: To a solution of N-(6-hydroxy-3-methylimidazo[1,2-a]pyridin-2-yl)cyclopropanecarboxamide (65 mg, 0.281 mmol) and 1,2-difluoro-4-nitrobenzene (37 μL, 0.337 mmol) in dimethyl sulfoxide (1 mL) was added cesium carbonate (137 mg, 0.422 mmol), and the mixture was stirred overnight at room temperature. Ethyl acetate and saturated aqueous ammonium chloride solution were added to the reaction mixture, and the mixture was extracted 3 times with ethyl acetate. The organic layer was washed with saturated b...